Dataset: the Open Reaction Database (ORD), a public repository of structured organic reaction records. Task: describe an organic reaction: reactants, conditions, products, and yield The reactants are Cl.OC(C(CC)NC(C)C)C1=C2C=CC(NC2=C(C=C1)O)=O (5-(1-hydroxy-2-isopropylaminobutyl)-8-hydroxycarbostyril hydrochloride), C1(CCCCC1)C(=O)Cl (cyclohexanecarboxylic acid chloride). The yield is 136.8%. The solvent is FC(C(=O)O)(F)F (trifluoroacetic acid). Reaction SMILES: Cl.[OH:2][CH:3]([C:11]1[CH:20]=[CH:19][C:18]([OH:21])=[C:17]2[C:12]=1[CH:13]=[CH:14][C:15](=[O:22])[NH:16]2)[CH:4]([NH:7][CH:8]([CH3:10])[CH3:9])[CH2:5][CH3:6].[CH:23]1([C:29](Cl)=[O:30])[CH2:28][CH2:27][CH2:26][CH2:25][CH2:24]1>FC(F)(F)C(O)=O>[CH:23]1([C:29]([O:2][CH:3]([C:11]2[CH:20]=[CH:19][C:18]([O:21][C:3]([CH:11]3[CH2:20][CH2:19][CH2:18][CH2:17][CH2:12]3)=[O:2])=[C:17]3[C:12]=2[CH:13]=[CH:14][C:15](=[O:22])[NH:16]3)[CH:4]([NH:7][CH:8]([CH3:10])[CH3:9])[CH2:5][CH3:6])=[O:30])[CH2:28][CH2:27][CH2:26][CH2:25][CH2:24]1 |f:0.1|. The product is C1(CCCCC1)C(=O)OC(C(CC)NC(C)C)C1=C2C=CC(NC2=C(C=C1)OC(=O)C1CCCCC1)=O (5-(1-cyclohexylcarbonyloxy-2-isopropylaminobutyl)-8-cyclohexylcarbonyloxycarbostyril). Procedure details: 3.36 g of 5-(1-hydroxy-2-isopropylaminobutyl)-8-hydroxycarbostyril hydrochloride was dissolved in 20 ml of trifluoroacetic acid, and 8.8 g of cyclohexanecarboxylic acid chloride was added to the solution. The mixture was then heated at a temperature of 85° C. while refluxing. The reaction mixture was concentrated and diethyl ether was added to the residue to crystallize the product. The crystals thus obtained were separated by filtration and washed with diethyl ether. The resulting crystals were... Run at temperature 85 celsius. The reactants are COC=1C=C(CC2N(CCCC3=C2C=C(C(=C3)OC)OC)C(C(=O)O)C3=CC=CC=C3)C=CC1OC ([1-(3,4-dimethoxy-benzyl)-7,8-dimethoxy-1,3,4,5-tetrahydro-benzo[c]azepin-2-yl]-phenyl-acetic acid), C(O)CN (ethanolamine). The product is COC=1C=C(CC2N(CCCC3=C2C=C(C(=C3)OC)OC)C(C(=O)NCCO)C3=CC=CC=C3)C=CC1OC (2-[1-(3,4-Dimethoxy-benzyl)-7,8-dimethoxy-1,3,4,5-tetrahydro-benzo[c]azepin-2-yl]-N-(2-hydroxy-ethyl)-2-phenyl-acetamide). As a reaction SMILES: [CH3:1][O:2][C:3]1[CH:4]=[C:5]([CH:32]=[CH:33][C:34]=1[O:35][CH3:36])[CH2:6][CH:7]1[C:13]2[CH:14]=[C:15]([O:20][CH3:21])[C:16]([O:18][CH3:19])=[CH:17][C:12]=2[CH2:11][CH2:10][CH2:9]N1C(C1C=CC=CC=1)C(O)=O.[CH2:37]([CH2:39][NH2:40])[OH:38]>>[CH3:1][O:2][C:3]1[CH:4]=[C:5]([CH:32]=[CH:33][C:34]=1[O:35][CH3:36])[CH2:6][CH:7]1[C:13]2[CH:14]=[C:15]([O:20][CH3:21])[C:16]([O:18][CH3:19])=[CH:17][C:12]=2[CH2:11][CH2:10][CH2:9][N:40]1[CH:39]([C:3]1[CH:4]=[CH:5][CH:32]=[CH:33][CH:34]=1)[C:37]([NH:40][CH2:39][CH2:37][OH:38])=[O:38]. Reported procedure: prepared by reaction of [1-(3,4-dimethoxy-benzyl)-7,8-dimethoxy-1,3,4,5-tetrahydro-benzo[c]azepin-2-yl]-phenyl-acetic acid with ethanolamine. Reactants: Cc1cccc(C)c1C(=O)O, CNOC. The reagents and catalysts are CCOC(=O)C(=NOC(=[N+](C)C)N1CCOCC1)C#N.F[P-](F)(F)(F)(F)F (COMU), CC1=NC(=CC=C1)C (2,6-Lutidine). Run in CN(C)C=O (DMF), CN(C)C=O (DMF), CN(C)C=O (DMF), CN(C)C=O (DMF), CN(C)C=O (DMF), CN(C)C=O (DMF). Reaction conditions: temperature 25 celsius, time 2 hour. The product is CON(C)C(=O)c1c(C)cccc1C. Yield: 0.4%. As a reaction SMILES: CNOC.Cc1cccc(C)c1C(=O)O.CCOC(=O)C(=NOC(=[N+](C)C)N1CCOCC1)C#N.F[P-](F)(F)(F)(F)F.CC1=NC(=CC=C1)C.CN(C)C=O>>CON(C)C(=O)c1c(C)cccc1C. Starting materials: C[Si](CCOC(CCC(=O)C1=CNC2=CC=C(C=C12)Cl)=O)(C)C (4-(5-chloro-1H-indol-3-yl)-4-oxo-butyric acid 2-trimethylsilanyl-ethyl ester), ClC1=NC(=NC(=N1)C1=CC=CC=C1)N1CCCC2=CC=CC=C12 (1-(4-chloro-6-phenyl-[1,3,5]-triazin-2-yl)-1,2,3,4-tetrahydro-quinoline). Product: ClC=1C=C2C(=CN(C2=CC1)C1=NC(=NC(=N1)N1CCCC2=CC=CC=C12)C1=CC=CC=C1)C(CCC(=O)O)=O (4-{5-Chloro-1-[4-(3,4-dihydro-2H-quinolin-1-yl)-6-phenyl-[1,3,5]-triazin-2-yl]-1H-indol-3-yl}-4-oxo-butyric acid). RXN SMILES: C[Si](C)(C)CC[O:5][C:6](=[O:21])[CH2:7][CH2:8][C:9]([C:11]1[C:19]2[C:14](=[CH:15][CH:16]=[C:17]([Cl:20])[CH:18]=2)[NH:13][CH:12]=1)=[O:10].Cl[C:25]1[N:30]=[C:29]([C:31]2[CH:36]=[CH:35][CH:34]=[CH:33][CH:32]=2)[N:28]=[C:27]([N:37]2[C:46]3[C:41](=[CH:42][CH:43]=[CH:44][CH:45]=3)[CH2:40][CH2:39][CH2:38]2)[N:26]=1>>[Cl:20][C:17]1[CH:18]=[C:19]2[C:14](=[CH:15][CH:16]=1)[N:13]([C:25]1[N:26]=[C:27]([N:37]3[C:46]4[C:41](=[CH:42][CH:43]=[CH:44][CH:45]=4)[CH2:40][CH2:39][CH2:38]3)[N:28]=[C:29]([C:31]3[CH:36]=[CH:35][CH:34]=[CH:33][CH:32]=3)[N:30]=1)[CH:12]=[C:11]2[C:9](=[O:10])[CH2:8][CH2:7][C:6]([OH:5])=[O:21]. Procedure details: Arylation of 4-(5-chloro-1H-indol-3-yl)-4-oxo-butyric acid 2-trimethylsilanyl-ethyl ester with 1-(4-chloro-6-phenyl-[1,3,5]-triazin-2-yl)-1,2,3,4-tetrahydro-quinoline and subsequent hydrolysis as outlined previously yielded the titled compound. Rf 0.34 (5% methanol in dichloromethane); 1H NMR (THF-d8, 300 MHz) δ 9.21 (1H, s, ArH), 8.72 (1H, m, ArH), 8.59 (2H, d, J=7 Hz, ArH), 8.39 (1H, d, J=2 Hz, ArH), 7.95 (1H, d, J=8 Hz, ArH), 7.62-7.51 (3H, m, ArH), 7.35-7.15 (4H, m, ArH), 4.32 (2H, t, J=6 Hz...